From a dataset of the Open Reaction Database (ORD), a public repository of structured organic reaction records. describe an organic reaction: reactants, conditions, products, and yield Starting materials: ICC (iodoethane), ICC (iodoethane), ClC=1N=C(SC1NC(C(CSC)C)=O)C=1C=NC=CC1 (N-(4-chloro-2-(pyridin-3-yl)-1,3-thiazol-5-yl)-2-methyl-3-(methylthio)propanamide), C([O-])([O-])=O.[Cs+].[Cs+] (cesium carbonate), O (water). Run in CN(C=O)C (N,N-dimethyl formamide), CN(C=O)C (N,N-dimethyl formamide). Conditions: time 12 hour. Yields the product ClC=1N=C(SC1N(C(C(CSC)C)=O)CC)C=1C=NC=CC1 (N-(4-chloro-2-(pyridin-3-yl)thiazol-5-yl)-N-ethyl-2-methyl-3-(methylthio)propanamide). RXN SMILES: [Cl:1][C:2]1[N:3]=[C:4]([C:15]2[CH:16]=[N:17][CH:18]=[CH:19][CH:20]=2)[S:5][C:6]=1[NH:7][C:8](=[O:14])[CH:9]([CH3:13])[CH2:10][S:11][CH3:12].C(=O)([O-])[O-].[Cs+].[Cs+].I[CH2:28][CH3:29].O>CN(C)C=O>[Cl:1][C:2]1[N:3]=[C:4]([C:15]2[CH:16]=[N:17][CH:18]=[CH:19][CH:20]=2)[S:5][C:6]=1[N:7]([CH2:28][CH3:29])[C:8](=[O:14])[CH:9]([CH3:13])[CH2:10][S:11][CH3:12] |f:1.2.3|. Procedure details: To a dry 50 ml round bottom flask equipped with magnetic stirrer, addition funnel, and nitrogen inlet was charged 1.0 g (3.05 mmoles) of N-(4-chloro-2-(pyridin-3-yl)-1,3-thiazol-5-yl)-2-methyl-3-(methylthio)propanamide and 10 mLs of anhydrous N,N-dimethyl formamide. To the resulting solution was then added 1.1 g (3.36 mmoles) of cesium carbonate powder in one portion, followed by the dropwise addition of 0.523 g (3.36 mmoles) of iodoethane in 5 mLs of anhydrous N,N-dimethyl formamide. The hetero... Reactants: [Li]C(C)(C)C (tBuLi), C[Si](N[Si](C)(C)C)(C)C.[K] (Potassium hexamethyldisilazane), ice, BrC1=CC=C2C=CNC2=C1 (6-bromoindole), CN(C)C=O (DMF). The solvent is C(C)OCC (diethyl ether), C(C)OCC (diethyl ether). The product is N1C=CC2=CC=C(C=C12)C=O (1H-indole-6-carbaldehyde). RXN SMILES: C[Si](C)(C)N[Si](C)(C)C.[K].Br[C:12]1[CH:20]=[C:19]2[C:15]([CH:16]=[CH:17][NH:18]2)=[CH:14][CH:13]=1.[Li]C(C)(C)C.CN([CH:29]=[O:30])C>C(OCC)C>[NH:18]1[C:19]2[C:15](=[CH:14][CH:13]=[C:12]([CH:29]=[O:30])[CH:20]=2)[CH:16]=[CH:17]1 |f:0.1,^1:9|. Procedure: Potassium hexamethyldisilazane (0.5M in toluene) (56 ml) was added dropwise to a ice cold solution of 6-bromoindole (5.0 g) in diethyl ether (50 ml). The reaction mixture was warmed to room temperature for 30 mins and then cooled to −78° C. tBuLi (1.7M) (31.5 ml) was added to the mixture keeping the temperature below −65° C. the mixture was further stirred at −78° C. for 30 mins after which time a solution of DMF (6 ml) in diethyl ether (10 ml) was added, the reaction mixture was warmed to room ... Reactants: CC(CCCC(C)(C)O)Nc1ncnc2c(N3CCS(=O)CC3)nc(Cl)nc12, NCCO. The product is CC(CCCC(C)(C)O)Nc1ncnc2c(N3CCS(=O)CC3)nc(NCCO)nc12. Reaction SMILES: [Cl:1][c:2]1[n:3][c:4]([N:22]2[CH2:23][CH2:24][S:25](=[O:28])[CH2:26][CH2:27]2)[c:5]2[c:6]([n:7]1)[c:8]([NH:12][CH:13]([CH2:14][CH2:15][CH2:16][C:17]([CH3:18])([CH3:19])[OH:20])[CH3:21])[n:9][cH:10][n:11]2.[OH:29][CH2:30][CH2:31][NH2:32]>>[c:2]1([NH:32][CH2:31][CH2:30][OH:29])[n:3][c:4]([N:22]2[CH2:23][CH2:24][S:25](=[O:28])[CH2:26][CH2:27]2)[c:5]2[c:6]([n:7]1)[c:8]([NH:12][CH:13]([CH2:14][CH2:15][CH2:16][C:17]([CH3:18])([CH3:19])[OH:20])[CH3:21])[n:9][cH:10][n:11]2.